Dataset: the Open Reaction Database (ORD), a public repository of structured organic reaction records. Task: describe an organic reaction: reactants, conditions, products, and yield The product is COCCOc1cc(NC(=O)Nc2cccc(Sc3ncnc4cc(OC)c(OC)cc34)c2)cc(C(F)(F)F)c1. Reactants: COc1cc2ncnc(Sc3cccc(N)c3)c2cc1OC, COCCOc1cc(NC(=O)[O-])cc(C(F)(F)F)c1. RXN SMILES: [CH3:1][O:2][c:3]1[cH:4][c:5]2[c:6]([S:15][c:16]3[cH:17][c:18]([NH2:19])[cH:20][cH:21][cH:22]3)[n:7][cH:8][n:9][c:10]2[cH:11][c:12]1[O:13][CH3:14].[CH3:23][O:24][CH2:25][CH2:26][O:27][c:28]1[cH:29][c:30]([NH:38][C:39]([O-:40])=[O:41])[cH:31][c:32]([C:34]([F:35])([F:36])[F:37])[cH:33]1>>[CH3:1][O:2][c:3]1[cH:4][c:5]2[c:6]([S:15][c:16]3[cH:17][c:18]([NH:19][C:39]([NH:38][c:30]4[cH:29][c:28]([O:27][CH2:26][CH2:25][O:24][CH3:23])[cH:33][c:32]([C:34]([F:35])([F:36])[F:37])[cH:31]4)=[O:40])[cH:20][cH:21][cH:22]3)[n:7][cH:8][n:9][c:10]2[cH:11][c:12]1[O:13][CH3:14]. The reactants are CCCCN=C=S, ClCCl, NC1CCN(C(=O)c2ccc(-n3ccnc3)cc2)CC1. Product: CCCCNC(=S)NC1CCN(C(=O)c2ccc(-n3ccnc3)cc2)CC1. RXN SMILES: [CH2:21]([CH2:22][CH2:23][CH3:24])[N:25]=[C:26]=[S:27].[CH2:28]([Cl:29])[Cl:30].[n:1]1(-[c:6]2[cH:7][cH:8][c:9]([C:10](=[O:11])[N:12]3[CH2:13][CH2:14][CH:15]([NH2:18])[CH2:16][CH2:17]3)[cH:19][cH:20]2)[cH:2][n:3][cH:4][cH:5]1>>[n:1]1(-[c:6]2[cH:7][cH:8][c:9]([C:10](=[O:11])[N:12]3[CH2:13][CH2:14][CH:15]([NH:18][C:26]([NH:25][CH2:21][CH2:22][CH2:23][CH3:24])=[S:27])[CH2:16][CH2:17]3)[cH:19][cH:20]2)[cH:2][n:3][cH:4][cH:5]1. Reactants: C1(CCCC1)C(=O)C1=C(C=CC(=C1)C)NC(NC=1SC=C(N1)CC(=O)N1CCN(CC1)C)=O (4-(2-{2-[3-(2-cyclopentanecarbonyl-4-methylphenyl)-ureido]-thiazol-4-yl}-acetyl)-1-methyl-piperazine), Cl (hydrogen chloride). Yields the product [Cl-].C1(CCCC1)C(=O)C1=C(C=CC(=C1)C)NC(NC=1SC=C(N1)CC(=O)N1CC[NH+](CC1)C)=O (4-(2-{2-[3-(2-Cyclopentanecarbonyl-4-methylphenyl)-ureido]-thiazol-4-yl)-acetyl)-1-methyl-piperazinium chloride). RXN SMILES: [CH:1]1([C:6]([C:8]2[CH:13]=[C:12]([CH3:14])[CH:11]=[CH:10][C:9]=2[NH:15][C:16](=[O:33])[NH:17][C:18]2[S:19][CH:20]=[C:21]([CH2:23][C:24]([N:26]3[CH2:31][CH2:30][N:29]([CH3:32])[CH2:28][CH2:27]3)=[O:25])[N:22]=2)=[O:7])[CH2:5][CH2:4][CH2:3][CH2:2]1.[ClH:34]>>[Cl-:34].[CH:1]1([C:6]([C:8]2[CH:13]=[C:12]([CH3:14])[CH:11]=[CH:10][C:9]=2[NH:15][C:16](=[O:33])[NH:17][C:18]2[S:19][CH:20]=[C:21]([CH2:23][C:24]([N:26]3[CH2:31][CH2:30][NH+:29]([CH3:32])[CH2:28][CH2:27]3)=[O:25])[N:22]=2)=[O:7])[CH2:5][CH2:4][CH2:3][CH2:2]1 |f:2.3|. Procedure: 4-(2-{2-[3-(2-Cyclopentanecarbonyl-4-methylphenyl)-ureido]-thiazol-4-yl)-acetyl)-1-methyl-piperazinium chloride (392 mg) is prepared from 4-(2-{2-[3-(2-cyclopentanecarbonyl-4-methylphenyl)-ureido]-thiazol-4-yl}-acetyl)-1-methyl-piperazine (386 mg, 1.0 mmol) by treatment with anhydrous hydrogen chloride (5 ml, 4.0 M solution in dioxane) followed by collection of the solid product. Reactants: CCOC(=O)CC(C)=O, Fc1ccc(C(=C2CCN(CCCl)CC2)c2ccc(F)cc2)cc1, [H-], [I-], [Na+], [Na+]. Product: CCOC(=O)C(CCN1CCC(=C(c2ccc(F)cc2)c2ccc(F)cc2)CC1)C(C)=O. As a reaction SMILES: [C:1]([CH2:2][C:3](=[O:4])[CH3:5])(=[O:6])[O:7][CH2:8][CH3:9].[F:14][c:15]1[cH:16][cH:17][c:18]([C:21](=[C:22]2[CH2:23][CH2:24][N:25]([CH2:28][CH2:29][Cl:30])[CH2:26][CH2:27]2)[c:31]2[cH:32][cH:33][c:34]([F:37])[cH:35][cH:36]2)[cH:19][cH:20]1.[H-:10].[I-:13].[Na+:11].[Na+:12]>>[C:1]([CH:2]([C:3](=[O:4])[CH3:5])[CH2:29][CH2:28][N:25]1[CH2:24][CH2:23][C:22](=[C:21]([c:18]2[cH:17][cH:16][c:15]([F:14])[cH:20][cH:19]2)[c:31]2[cH:32][cH:33][c:34]([F:37])[cH:35][cH:36]2)[CH2:27][CH2:26]1)(=[O:6])[O:7][CH2:8][CH3:9]. Starting materials: C1(=CC=CC=C1)N1OC(N(C1=O)CO)=O (2-Phenyl-4-hydroxymethyl-1,2,4-oxadiazolidin-3,5-dione), S(=O)(Cl)Cl (thionyl chloride). Run in C(Cl)(Cl)Cl (chloroform), C1(=CC=CC=C1)C (toluene), C(Cl)(Cl)Cl (chloroform). Conditions: time 2 hour. Product: C1(=CC=CC=C1)N1OC(N(C1=O)CCl)=O (2-phenyl-4-chloromethyl-1,2,4-oxadiazolidin-3,5-dione). Reaction SMILES: [C:1]1([N:7]2[C:11](=[O:12])[N:10]([CH2:13]O)[C:9](=[O:15])[O:8]2)[CH:6]=[CH:5][CH:4]=[CH:3][CH:2]=1.S(Cl)([Cl:18])=O>C(Cl)(Cl)Cl.C1(C)C=CC=CC=1>[C:1]1([N:7]2[C:11](=[O:12])[N:10]([CH2:13][Cl:18])[C:9](=[O:15])[O:8]2)[CH:6]=[CH:5][CH:4]=[CH:3][CH:2]=1. Procedure details: 2-Phenyl-4-hydroxymethyl-1,2,4-oxadiazolidin-3,5-dione (7.6 grams; 0.0365 mole) dissolved in chloroform (40 ml) and thionyl chloride (8.68 grams; 0.073 mole) dissolved in chloroform (10 ml) were charged into a glass reaction vessel equipped with a mechanical stirrer, thermometer and reflux condenser. The reaction mixture was heated at reflux with stirring for a period of about 2 hours. After this time the reaction mixture was stripped of solvent under reduced pressure, leaving a solid residue. T...